Task: describe an organic reaction: reactants, conditions, products, and yield. Dataset: the Open Reaction Database (ORD), a public repository of structured organic reaction records Starting materials: OBO, COc1ccc(N2CC(C)NC(C)C2)cc1NS(=O)(=O)c1ccc(Br)c(F)c1, CC(C)(C)[O-], COCCOC, [K+], O, c1ccc(P(c2ccccc2)(c2ccccc2)[Pd](P(c2ccccc2)(c2ccccc2)c2ccccc2)(P(c2ccccc2)(c2ccccc2)c2ccccc2)P(c2ccccc2)(c2ccccc2)c2ccccc2)cc1, OB(O)c1ccco1. Product: COc1ccc(N2CC(C)NC(C)C2)cc1NS(=O)(=O)c1ccc(-c2ccco2)c(F)c1. RXN SMILES: [BH:43]([OH:44])[OH:45].[Br:1][c:2]1[c:3]([F:28])[cH:4][c:5]([S:8](=[O:9])(=[O:10])[NH:11][c:12]2[c:13]([O:26][CH3:27])[cH:14][cH:15][c:16]([N:18]3[CH2:19][CH:20]([CH3:25])[NH:21][CH:22]([CH3:24])[CH2:23]3)[cH:17]2)[cH:6][cH:7]1.[CH3:37][C:38]([CH3:39])([O-:40])[CH3:41].[CH3:46][O:47][CH2:48][CH2:49][O:50][CH3:51].[K+:42].[OH2:52].[cH:53]1[cH:54][cH:55][c:56]([P:57]([Pd:58]([P:59]([c:60]2[cH:61][cH:62][cH:63][cH:64][cH:65]2)([c:66]2[cH:67][cH:68][cH:69][cH:70][cH:71]2)[c:72]2[cH:73][cH:74][cH:75][cH:76][cH:77]2)([P:78]([c:79]2[cH:80][cH:81][cH:82][cH:83][cH:84]2)([c:85]2[cH:86][cH:87][cH:88][cH:89][cH:90]2)[c:91]2[cH:92][cH:93][cH:94][cH:95][cH:96]2)[P:97]([c:98]2[cH:99][cH:100][cH:101][cH:102][cH:103]2)([c:104]2[cH:105][cH:106][cH:107][cH:108][cH:109]2)[c:110]2[cH:111][cH:112][cH:113][cH:114][cH:115]2)([c:116]2[cH:117][cH:118][cH:119][cH:120][cH:121]2)[c:122]2[cH:123][cH:124][cH:125][cH:126][cH:127]2)[cH:128][cH:129]1.[o:29]1[c:30]([B:34]([OH:35])[OH:36])[cH:31][cH:32][cH:33]1>>[c:2]1(-[c:30]2[o:29][cH:33][cH:32][cH:31]2)[c:3]([F:28])[cH:4][c:5]([S:8](=[O:9])(=[O:10])[NH:11][c:12]2[c:13]([O:26][CH3:27])[cH:14][cH:15][c:16]([N:18]3[CH2:19][CH:20]([CH3:25])[NH:21][CH:22]([CH3:24])[CH2:23]3)[cH:17]2)[cH:6][cH:7]1. Procedure details: A solution of 6-bromopyrrolo[2,1-f][1,2,4]triazin-4-ol (100 mg, 0.47 mmol, prepared from methyl 4-bromo-1H-pyrrole-2-carboxylate: see, generally, Kitamura, C. and Yamashita, Y. J. Chem. Soc. Perkin Trans. 1, 1997, 1443, the disclosure of which is herein incorporated by reference, using a similar procedure outlined in the PCT Appl. WO 00/71129) and pyridin-3-ylboronic acid (172 mg, 1.40 mmol) in 2 mL of DMF and 2 mL of saturated aqueous K2CO3 was degassed and then Pd(PPh3)4 (57 mg, 0.05 mmol) was... Run at temperature 120 celsius. The reagents and catalysts are C=1C=CC(=CC1)[P](C=2C=CC=CC2)(C=3C=CC=CC3)[Pd]([P](C=4C=CC=CC4)(C=5C=CC=CC5)C=6C=CC=CC6)([P](C=7C=CC=CC7)(C=8C=CC=CC8)C=9C=CC=CC9)[P](C=1C=CC=CC1)(C=1C=CC=CC1)C=1C=CC=CC1 (Pd(PPh3)4). Starting materials: BrC=1C=C2C(=NC=NN2C1)O (6-bromopyrrolo[2,1-f][1,2,4]triazin-4-ol), BrC=1C=C(NC1)C(=O)OC (methyl 4-bromo-1H-pyrrole-2-carboxylate), N1=CC(=CC=C1)B(O)O (pyridin-3-ylboronic acid). Run in CN(C)C=O (DMF), C(=O)([O-])[O-].[K+].[K+] (K2CO3). Isolated yield 65.0%. Product: N1=CC(=CC=C1)C=1C=C2C(=NC=NN2C1)O (6-(Pyridin-3-yl)pyrrolo[2,1-f][1,2,4]triazin-4-ol). Reaction SMILES: Br[C:2]1[CH:3]=[C:4]2[N:9]([CH:10]=1)[N:8]=[CH:7][N:6]=[C:5]2[OH:11].Br[C:13]1[CH:14]=[C:15]([C:18](OC)=O)[NH:16][CH:17]=1.N1C=CC=C(B(O)O)C=1>CN(C=O)C.C([O-])([O-])=O.[K+].[K+].C1C=CC([P]([Pd]([P](C2C=CC=CC=2)(C2C=CC=CC=2)C2C=CC=CC=2)([P](C2C=CC=CC=2)(C2C=CC=CC=2)C2C=CC=CC=2)[P](C2C=CC=CC=2)(C2C=CC=CC=2)C2C=CC=CC=2)(C2C=CC=CC=2)C2C=CC=CC=2)=CC=1>[N:16]1[CH:17]=[CH:13][CH:14]=[C:18]([C:2]2[CH:3]=[C:4]3[N:9]([CH:10]=2)[N:8]=[CH:7][N:6]=[C:5]3[OH:11])[CH:15]=1 |f:4.5.6,^1:45,47,66,85|.